Dataset: the Open Reaction Database (ORD), a public repository of structured organic reaction records. Task: describe an organic reaction: reactants, conditions, products, and yield Starting materials: [Cl-].[Li+] (lithium chloride), Cl (hydrochloric acid), CC(CCC(=O)OC)(C)[N+](=O)[O-] (methyl 4-methyl-4-nitro-pentanoate), [BH4-].[Li+] (lithium borohydride). The solvent is C1CCOC1.C(C)O (THF ethanol), O (water). Conditions: temperature -10 celsius, time 30 minute. Product: CC(CCCO)(C)[N+](=O)[O-] (4-methyl-4-nitro-pentan-1-ol). RXN SMILES: [CH3:1][C:2]([N+:10]([O-:12])=[O:11])([CH3:9])[CH2:3][CH2:4][C:5](OC)=[O:6].[Cl-].[Li+].[BH4-].[Li+].Cl>C1COCC1.C(O)C.O>[CH3:1][C:2]([N+:10]([O-:12])=[O:11])([CH3:9])[CH2:3][CH2:4][CH2:5][OH:6] |f:1.2,3.4,6.7|. Procedure details: 50 g (0.285 mol) methyl 4-methyl-4-nitro-pentanoate are dissolved in a 6:4 mixture of THF/ethanol (1000 mL). The solution is cooled to −10° C. and combined with 24.2 g (0.571 mol) lithium chloride. Then 21.6 g (0.571 mol) lithium borohydride are added batchwise. The mixture is stirred for 30 minutes at −10° C. and then heated overnight to ambient temperature. The reaction mixture is stirred for 6 hours at 60° C. and overnight at ambient temperature. It is combined with water and adjusted to pH 6... Reactants: N#Cc1ccc(C=O)cc1, Cc1ccccc1, OCCO, Cc1ccc(S(=O)(=O)O)cc1. Product: N#Cc1ccc(C2OCCO2)cc1. As a reaction SMILES: [C:1](#[N:2])[c:3]1[cH:4][cH:5][c:6]([CH:7]=[O:8])[cH:9][cH:10]1.[CH3:26][c:27]1[cH:28][cH:29][cH:30][cH:31][cH:32]1.[OH:11][CH2:12][CH2:13][OH:14].[c:15]1([CH3:16])[cH:17][cH:18][c:19]([S:20]([OH:21])(=[O:22])=[O:23])[cH:24][cH:25]1>>[C:1](#[N:2])[c:3]1[cH:4][cH:5][c:6]([CH:7]2[O:8][CH2:13][CH2:12][O:11]2)[cH:9][cH:10]1. Reactants: Cl (HCl), OC1=C(C#N)C=CC(=C1)O (2,4-dihydroxybenzonitrile), ClC1=NC=C(C=C1)[N+](=O)[O-] (2-chloro-5-nitropyridine), CO3. Run in CN(C)C=O (DMF), CCOCC (Et2O), O (water). Reaction conditions: temperature 110 celsius. Yields the product OC1=C(C#N)C=CC(=C1)OC1=NC=C(C=C1)[N+](=O)[O-] (2-hydroxy-4-[(5-nitro-2-pyridinyl)oxy]benzonitrile). Isolated yield 117.3%. As a reaction SMILES: [OH:1][C:2]1[CH:9]=[C:8]([OH:10])[CH:7]=[CH:6][C:3]=1[C:4]#[N:5].Cl[C:12]1[CH:17]=[CH:16][C:15]([N+:18]([O-:20])=[O:19])=[CH:14][N:13]=1.Cl>CN(C=O)C.CCOCC.O>[OH:1][C:2]1[CH:9]=[C:8]([O:10][C:12]2[CH:17]=[CH:16][C:15]([N+:18]([O-:20])=[O:19])=[CH:14][N:13]=2)[CH:7]=[CH:6][C:3]=1[C:4]#[N:5]. Procedure details: In a vial 2,4-dihydroxybenzonitrile (300 mg, 2.2 mmol), 2-chloro-5-nitropyridine (351.96 mg, 2.22 mmol) and K2 CO3 (920 mg, 6.62 mmol) were dissolved in DMF (5 mL). The reaction was heated for 1 hour under microwave irradiations (Set Temperature: 110° C.). The reaction mixture was diluted with Et2O and water, acidified with aqueous 1N HCl until pH=2, the phases were separated and the organics were dried over Na2SO4. The solid was filtered out and the solvent was removed affording crude 2-hydroxy... The reactants are CC(=CCOC1=CC=C(C=C1)CC)C(CC=C(CC)C)C (p-ethylphenyl 3,4,7-trimethyl-2,6-nonadienyl ether), ClC1=CC(=CC=C1)C(=O)OO (m-chloroperbenzoic acid), S(=O)([O-])[O-].[Na+].[Na+] (sodium sulfite), 1-N, [OH-].[Na+] (sodium hydroxide). Run in ClCCl (dichloromethane), O (water). Reaction conditions: temperature 0 celsius, time 2 hour. Yields the product O1C(CC(C(=CCOC2=CC=C(C=C2)CC)C)C)C1(CC)C (6,7-epoxy-1-(p-ethylphenoxy)-3,4,7-trimethyl-2-nonene). Reaction SMILES: [CH3:1][C:2]([CH:14]([CH3:21])[CH2:15][CH:16]=[C:17]([CH3:20])[CH2:18][CH3:19])=[CH:3][CH2:4][O:5][C:6]1[CH:11]=[CH:10][C:9]([CH2:12][CH3:13])=[CH:8][CH:7]=1.ClC1C=CC=C(C(OO)=[O:30])C=1.S([O-])([O-])=O.[Na+].[Na+].[OH-].[Na+]>O.ClCCl>[O:30]1[C:17]([CH3:20])([CH2:18][CH3:19])[CH:16]1[CH2:15][CH:14]([CH3:21])[C:2]([CH3:1])=[CH:3][CH2:4][O:5][C:6]1[CH:7]=[CH:8][C:9]([CH2:12][CH3:13])=[CH:10][CH:11]=1 |f:2.3.4,5.6|. Reported procedure: 10 g. of p-ethylphenyl 3,4,7-trimethyl-2,6-nonadienyl ether are dissolved in 110 ml. of dichloromethane and treated portionwise at -10° C. with 7.8 g. of 80% m-chloroperbenzoic acid. After completion of the treatment, the mixture is stirred for a further 2 hours at 0° C., shaken out with 10% sodium sulfite solution, 1-N sodium hydroxide solution and water, dried over sodium sulfate and evaporated. There is obtained pure 6,7-epoxy-1-(p-ethylphenoxy)-3,4,7-trimethyl-2-nonene; NMR (CDCl3): 7.25-6.7... The reactants are N1C=CC2=CC(=CC=C12)C(CCNC)C1=CC=CC=C1 ([3-(1H-Indol-5-yl)-3-phenyl-propyl]-methyl-amine), Cl (HCl). Solvent: CCOCC.C1CCOC1 (Et2O THF). Yields the product Cl.N1C=CC2=CC(=CC=C12)C(CCNC)C1=CC=CC=C1 ([3-(1H-indol-5-yl)-3-phenyl-propyl]-methyl-amine hydrochloride salt). Isolated yield 80.0%. Reaction SMILES: [NH:1]1[C:9]2[C:4](=[CH:5][C:6]([CH:10]([C:15]3[CH:20]=[CH:19][CH:18]=[CH:17][CH:16]=3)[CH2:11][CH2:12][NH:13][CH3:14])=[CH:7][CH:8]=2)[CH:3]=[CH:2]1.[ClH:21]>CCOCC.C1COCC1>[ClH:21].[NH:1]1[C:9]2[C:4](=[CH:5][C:6]([CH:10]([C:15]3[CH:16]=[CH:17][CH:18]=[CH:19][CH:20]=3)[CH2:11][CH2:12][NH:13][CH3:14])=[CH:7][CH:8]=2)[CH:3]=[CH:2]1 |f:2.3,4.5|. Procedure details: To a solution of [3-(1H-indol-5-yl)-3-phenyl-propyl]-carbamic acid methylester X (0.52 g, 1.7 mmol) in THF (35 ml), LiAlH4 (321 mg, 8.4 mmol) was slowly added. The mixture was refluxed for 1.5 hours, cooled to room temperature, and quenched by slow addition of freshly ground Na2SO4.10H2O. The mixture was stirred at room temperature for 1 hour, filtered through celite with EtOAc. The filtrate was evaporated and purified via flash chromatography (DCM/MeOH/NH4OH) affording [3-(1H-indol-5-yl)-3-phen... The reactants are CNCc1ccc(C(=O)NC)cc1, CCOCCO, CCc1nc(N)nc(N)c1-c1ccc(Cl)c([N+](=O)[O-])c1, O. Product: CCc1nc(N)nc(N)c1-c1ccc(N(C)Cc2ccc(C(=O)NC)cc2)c([N+](=O)[O-])c1. RXN SMILES: [CH3:1][NH:2][C:3]([c:4]1[cH:5][cH:6][c:7]([CH2:10][NH:11][CH3:12])[cH:8][cH:9]1)=[O:13].[CH3:34][CH2:35][O:36][CH2:37][CH2:38][OH:39].[NH2:14][c:15]1[n:16][c:17]([CH2:32][CH3:33])[c:18](-[c:22]2[cH:23][c:24]([N+:29](=[O:30])[O-:31])[c:25]([Cl:28])[cH:26][cH:27]2)[c:19]([NH2:21])[n:20]1.[OH2:40]>>[CH3:1][NH:2][C:3]([c:4]1[cH:5][cH:6][c:7]([CH2:10][N:11]([CH3:12])[c:25]2[c:24]([N+:29](=[O:30])[O-:31])[cH:23][c:22](-[c:18]3[c:17]([CH2:32][CH3:33])[n:16][c:15]([NH2:14])[n:20][c:19]3[NH2:21])[cH:27][cH:26]2)[cH:8][cH:9]1)=[O:13]. The reactants are Cl.C(C)N=C=NCCCN(C)C (1-ethyl-3-(3-dimethylaminopropyl)carbodiimide hydrochloride), ON1N=NC2=C1N=CC=C2 (1-hydroxy-7-azabenzotriazole), C(C)(C)N(C(C)C)CC (N,N-diisopropylethylamine), C(C)(C)(C)OC([C@H]1NCCC1)=O (L-proline tert-butyl ester), FC1=C(OC=2N=CC3=C(N2)OC(=N3)C3=CC=C(C=C3)/C=C/C(=O)O)C=CC=C1 ((E)-3-{4-[5-(2-fluoro-phenoxy)-oxazolo[5,4-d]pyrimidin-2-yl]-phenyl}-acrylic acid), Cl (hydrochloric acid). Solvent: O (water), CN(C=O)C (N,N-dimethylformamide). Reaction conditions: time 16 hour. Yields the product C(C)(C)(C)OC(=O)[C@H]1N(CCC1)C(\C=C\C1=CC=C(C=C1)C=1OC=2N=C(N=CC2N1)OC1=C(C=CC=C1)F)=O ((S)-1-((E)-3-{4-[5-(2-Fluoro-phenoxy)-oxazolo[5,4-d]pyrimidin-2-yl]-phenyl}-acryloyl)-pyrrolidine-2-carboxylic acid tert-butyl ester). The yield is 39.5%. As a reaction SMILES: [F:1][C:2]1[CH:28]=[CH:27][CH:26]=[CH:25][C:3]=1[O:4][C:5]1[N:6]=[CH:7][C:8]2[N:13]=[C:12]([C:14]3[CH:19]=[CH:18][C:17](/[CH:20]=[CH:21]/[C:22](O)=[O:23])=[CH:16][CH:15]=3)[O:11][C:9]=2[N:10]=1.Cl.C(N=C=NCCCN(C)C)C.ON1C2N=CC=CC=2N=N1.C(N(CC)C(C)C)(C)C.[C:60]([O:64][C:65](=[O:71])[C@@H:66]1[CH2:70][CH2:69][CH2:68][NH:67]1)([CH3:63])([CH3:62])[CH3:61].Cl>CN(C)C=O.O>[C:60]([O:64][C:65]([C@@H:66]1[CH2:70][CH2:69][CH2:68][N:67]1[C:22](=[O:23])/[CH:21]=[CH:20]/[C:17]1[CH:18]=[CH:19][C:14]([C:12]2[O:11][C:9]3[N:10]=[C:5]([O:4][C:3]4[CH:25]=[CH:26][CH:27]=[CH:28][C:2]=4[F:1])[N:6]=[CH:7][C:8]=3[N:13]=2)=[CH:15][CH:16]=1)=[O:71])([CH3:63])([CH3:61])[CH3:62] |f:1.2|. Reported procedure: 140 mg of {(E)-3-{4-[5-(2-fluoro-phenoxy)-oxazolo[5,4-d]pyrimidin-2-yl]-phenyl}-acrylic acid were dissolved in 2 ml of N,N-dimethylformamide, and 98 mg of 1-ethyl-3-(3-dimethylaminopropyl)carbodiimide hydrochloride, 19 mg of 1-hydroxy-7-azabenzotriazole and 397 μl of N,N-diisopropylethylamine were added, followed by the addition of 49 mg of L-proline tert-butyl ester after 5 min. After 16 h at room temperature, 10 ml of water were added, and the mixture was brought to pH 3 by addition of 2 M aqu... Reactants: C1CCC(CC1)N=C=NC2CCCCC2 (DCC), N1(CCCC1)C1=CC=NC=C1 (4-pyrrolidinopyridine), CC1=NC(=CO1)/C=C(\C)/C=C/C=C(\C)/[C@@H]([C@@H](C)[C@@H]2C[C@@H]([C@@]3([C@H](O3)/C=C/[C@H]([C@H]4C[C@@H](C[C@H]5[C@@H](O5)C(=O)O2)CC(=O)O4)C)C)O)OC (rhizoxin), ICCC(=O)O (3-iodopropionic acid). The solvent is C1(=CC=CC=C1)C (toluene). Reaction conditions: time 2 hour. The product is CC1=NC(=CO1)/C=C(\C)/C=C/C=C(\C)/[C@@H]([C@@H](C)[C@@H]2C[C@@H]([C@@]3([C@H](O3)/C=C/[C@H]([C@H]4C[C@@H](C[C@H]5[C@@H](O5)C(=O)O2)CC(=O)O4)C)C)O)OC.ICCC(=O)[O-] (rhizoxin 3-iodopropionate). Yield: 80.7%. As a reaction SMILES: C1CCC(N=C=NC2CCCCC2)CC1.N1(C2C=CN=CC=2)CCCC1.[CH3:27][C:28]1[O:32][CH:31]=[C:30](/[CH:33]=[C:34](/[CH:36]=[CH:37]/[CH:38]=[C:39](/[C@H:41]([O:70][CH3:71])[C@H:42]([C@H:44]2[O:62][C:60](=[O:61])[C@@H:58]3[O:59][C@H:57]3[CH2:56][C@H:55]3[CH2:63][C:64]([O:66][C@H:53]([CH2:54]3)[C@H:52]([CH3:67])[CH:51]=[CH:50][C@H:48]3[O:49][C@:47]3([CH3:68])[C@@H:46]([OH:69])[CH2:45]2)=[O:65])[CH3:43])\[CH3:40])\[CH3:35])[N:29]=1.[I:72][CH2:73][CH2:74][C:75]([OH:77])=[O:76]>C1(C)C=CC=CC=1>[CH3:27][C:28]1[O:32][CH:31]=[C:30](/[CH:33]=[C:34](/[CH:36]=[CH:37]/[CH:38]=[C:39](/[C@H:41]([O:70][CH3:71])[C@H:42]([C@H:44]2[O:62][C:60](=[O:61])[C@@H:58]3[O:59][C@H:57]3[CH2:56][C@H:55]3[CH2:63][C:64]([O:66][C@H:53]([CH2:54]3)[C@H:52]([CH3:67])[CH:51]=[CH:50][C@H:48]3[O:49][C@:47]3([CH3:68])[C@@H:46]([OH:69])[CH2:45]2)=[O:65])[CH3:43])\[CH3:40])\[CH3:35])[N:29]=1.[I:72][CH2:73][CH2:74][C:75]([O-:77])=[O:76] |f:5.6|. Procedure: 1.03 g of DCC and a catalytic amount of 4-pyrrolidinopyridine were added to a solution of 1.25 g of rhizoxin and 1.20 g of 3-iodopropionic acid in toluene, and the resulting mixture was stirred at room temperature for 2 hours. At the end of this time, the reaction mixture was treated in the same manner as described in Example 1, to give 1.33 g of rhizoxin 3-iodopropionate. The whole of this ester was immediately dissolved in 20 ml of acetonitrile, and 0.92 g of the silver salt of methylmercaptan... Reactants: ClC1=C(C=CC(=C1)I)NC([C@H]([C@@H](C)C1=CC=CC=C1)N1C(N[C@@H](C1=O)C1=CC=C(C=C1)OCCO)=O)=O ((2S,3S)—N-(2-Chloro-4-iodo-phenyl)-2-{(R)-4-[4-(2-hydroxy-ethoxy)-phenyl]-2,5-dioxo-imidazolidin-1-yl}-3-phenyl-butyramide). The solvent is CO (methanol). Reaction conditions: time 4 day. The product is ClC1=C(C=CC(=C1)I)NC([C@H]([C@@H](C)C1=CC=CC=C1)N1C(N[C@H](C1=O)C1=CC=C(C=C1)OCCO)=O)=O ((2S,3S)—N-(2-chloro-4-iodo-phenyl)-2-{(S)-4-[4-(2-hydroxy-ethoxy)-phenyl]-2,5-dioxo-imidazolidin-1-yl}-3-phenyl-butyramide). Isolated yield 29.2%. RXN SMILES: [Cl:1][C:2]1[CH:7]=[C:6]([I:8])[CH:5]=[CH:4][C:3]=1[NH:9][C:10](=[O:37])[C@@H:11]([N:20]1[C:24](=[O:25])[C@@H:23]([C:26]2[CH:31]=[CH:30][C:29]([O:32][CH2:33][CH2:34][OH:35])=[CH:28][CH:27]=2)[NH:22][C:21]1=[O:36])[C@H:12]([C:14]1[CH:19]=[CH:18][CH:17]=[CH:16][CH:15]=1)[CH3:13]>CO>[Cl:1][C:2]1[CH:7]=[C:6]([I:8])[CH:5]=[CH:4][C:3]=1[NH:9][C:10](=[O:37])[C@@H:11]([N:20]1[C:24](=[O:25])[C@H:23]([C:26]2[CH:27]=[CH:28][C:29]([O:32][CH2:33][CH2:34][OH:35])=[CH:30][CH:31]=2)[NH:22][C:21]1=[O:36])[C@H:12]([C:14]1[CH:19]=[CH:18][CH:17]=[CH:16][CH:15]=1)[CH3:13]. Procedure: A solution of (2S,3S)—N-(2-chloro-4-iodo-phenyl)-2-{(R)-4-[4-(2-hydroxy-ethoxy)-phenyl]-2,5-dioxo-imidazolidin-1-yl}-3-phenyl-butyramide (prepared as described in example 110) (50 mg, 0.079 mmol) was dissolved in methanol (3 mL) and stirred at ambient temperature for 4 days. The resulting mixture of isomers was concentrated in vacuo and then purified by super-critical fluid chromatography using a Chiracel OJ column eluted with carbon dioxide at 100 bar and 30° C. modified with 35% v/v ethanol in... Reactants: ice water, FC1=CC=C(C=O)C=C1 (4-fluorobenzaldehyde), C(C)NCCO (2-(N-ethylamino)ethanol), C([O-])([O-])=O.[K+].[K+] (potassium carbonate). Run in CS(=O)C (dimethylsulfoxide). Conditions: temperature 95 celsius. The product is OCCN(CC)C1=CC=C(C=O)C=C1 (4-(N-2-hydroxyethyl-N-ethylamino)benzaldehyde). Reaction SMILES: F[C:2]1[CH:9]=[CH:8][C:5]([CH:6]=[O:7])=[CH:4][CH:3]=1.[CH2:10]([NH:12][CH2:13][CH2:14][OH:15])[CH3:11].C(=O)([O-])[O-].[K+].[K+]>CS(C)=O>[OH:15][CH2:14][CH2:13][N:12]([C:2]1[CH:9]=[CH:8][C:5]([CH:6]=[O:7])=[CH:4][CH:3]=1)[CH2:10][CH3:11] |f:2.3.4|. Procedure: To a three neck flask fitted with a mechanical stirrer, a thermometer, and a condenser, is added 124 g (1 mole) of 4-fluorobenzaldehyde, 89.1 g (1 mole) of 2-(N-ethylamino)ethanol, 138.2 g (1 mole) of anhydrous potassium carbonate, and dimethylsulfoxide. The mixture is heated at 95° C. for 3 hours. After cooling to room temperature, the solution is poured into a four-fold excess of ice water, and the solid product is collected by filtration and recrystallized from water.